Dataset: the Open Reaction Database (ORD), a public repository of structured organic reaction records. Task: describe an organic reaction: reactants, conditions, products, and yield Yield: 61.7%. Reactants: NC1=C(C=CC=C1)NS(=O)(=O)C1=C(C=CC(=C1)S(=O)(=O)C(F)(F)F)OC (N-(2-aminophenyl)-2-methoxy-5-trifluoromethanesulfonylbenzenesulfonamide), ClC1=CC2=C(SC(=C2C)S(=O)(=O)Cl)C=C1 (5-chloro-3-methylbenzo[b]thiophene-2-sulfonyl chloride). Procedure: To a solution of of N-(2-aminophenyl)-2-methoxy-5-trifluoromethanesulfonylbenzenesulfonamide (0.5 mmol, prepared as in Example A) in DCM (1 mL) and pyridine (1 mL), 5-chloro-3-methylbenzo[b]thiophene-2-sulfonyl chloride (0.55 mmol) was added at RT and the reaction mixture was then allowed to stir at RT overnight. The reaction mixture was then diluted with DCM (5 mL). The organic phase was washed with 10% aqueous HCl (5 mL), water (5 mL) and brine (5 mL). The organic phase was dried over anhydrou... Yields the product COC1=C(C=C(C=C1)S(=O)(=O)C(F)(F)F)S(=O)(=O)NC1=C(C=CC=C1)NS(=O)(=O)C1=C(C2=C(S1)C=CC(=C2)Cl)C (5-chloro-3-methylbenzo[b]thiophene-2-sulfonic acid [2-(2-methoxy-5-trifluoromethanesulfonyl-benzenesulfonylamino)phenyl]-amide). Reaction conditions: time 8 hour. Run in C(Cl)Cl (DCM), N1=CC=CC=C1 (pyridine), C(Cl)Cl (DCM). As a reaction SMILES: [NH2:1][C:2]1[CH:7]=[CH:6][CH:5]=[CH:4][C:3]=1[NH:8][S:9]([C:12]1[CH:17]=[C:16]([S:18]([C:21]([F:24])([F:23])[F:22])(=[O:20])=[O:19])[CH:15]=[CH:14][C:13]=1[O:25][CH3:26])(=[O:11])=[O:10].[Cl:27][C:28]1[CH:41]=[CH:40][C:31]2[S:32][C:33]([S:36](Cl)(=[O:38])=[O:37])=[C:34]([CH3:35])[C:30]=2[CH:29]=1>C(Cl)Cl.N1C=CC=CC=1>[CH3:26][O:25][C:13]1[CH:14]=[CH:15][C:16]([S:18]([C:21]([F:24])([F:22])[F:23])(=[O:20])=[O:19])=[CH:17][C:12]=1[S:9]([NH:8][C:3]1[CH:4]=[CH:5][CH:6]=[CH:7][C:2]=1[NH:1][S:36]([C:33]1[S:32][C:31]2[CH:40]=[CH:41][C:28]([Cl:27])=[CH:29][C:30]=2[C:34]=1[CH3:35])(=[O:38])=[O:37])(=[O:10])=[O:11].